Dataset: the Open Reaction Database (ORD), a public repository of structured organic reaction records. Task: describe an organic reaction: reactants, conditions, products, and yield Starting materials: C[Si](C)(C)[O-], [Na+], O=C(OCc1ccccc1)c1ccccc1, C1CCOC1. Yields the product [Na+], O=C([O-])c1ccccc1. RXN SMILES: [CH3:17][Si:18]([CH3:19])([CH3:20])[O-:21].[Na+:22].[O:1]=[C:2]([O:3][CH2:4][c:5]1[cH:6][cH:7][cH:8][cH:9][cH:10]1)[c:11]1[cH:12][cH:13][cH:14][cH:15][cH:16]1.[O:23]1[CH2:24][CH2:25][CH2:26][CH2:27]1>>[Na+:22].[O:1]=[C:2]([O-:3])[c:11]1[cH:12][cH:13][cH:14][cH:15][cH:16]1. Yield: 75.0%. Yields the product OCCC1=C(OC2=C1C=CC=C2OCC(=O)OC)C (Methyl (3-(2-hydroxyethyl)-2-methylbenzofuran-7-yloxy)acetate). As a reaction SMILES: [OH:1][CH2:2][CH2:3][C:4]1[C:8]2[CH:9]=[CH:10][CH:11]=[C:12]([O:13][CH3:14])[C:7]=2[O:6][C:5]=1[CH3:15].C[C:17](C)([O-:19])C.[K+].C(S)CC.[C:26](O)(=[O:28])C>CN(C=O)C>[OH:1][CH2:2][CH2:3][C:4]1[C:8]2[CH:9]=[CH:10][CH:11]=[C:12]([O:13][CH2:14][C:26]([O:19][CH3:17])=[O:28])[C:7]=2[O:6][C:5]=1[CH3:15] |f:1.2|. Starting materials: C(C)(=O)O (acetic acid), CC(C)([O-])C.[K+] (potassium t-butoxide), C(CC)S (n-propanethiol), OCCC1=C(OC2=C1C=CC=C2OC)C (3-(2-hydroxyethyl)-7-methoxy-2-methylbenzofuran). Conditions: temperature 100 celsius, time 5 hour. Procedure: 3-(2-hydroxyethyl)-7-methoxy-2-methylbenzofuran (2.34 g) was dissolved in DMF (60 ml) and potassium t-butoxide (2.71 g) and n-propanethiol (2.2 ml) were added to the solution, followed by stirring the resulting solution at 100° C. for 5 hours. The reaction mixture was cooled to room temperature and acetic acid (3 ml) was added. The reaction solution was concentrated, and poured into water layer (100 ml). The aqueous layer was extracted twice with ethyl acetate (50 ml). The organic layers were co... Run in CN(C)C=O (DMF). Starting materials: COCCO[Al+]OCCOC, Cc1ccccc1, Cl, [H-], [H-], NC1CN(Cc2ccccc2)C(=O)C12CC2, [Na+]. The product is NC1CN(Cc2ccccc2)CC12CC2. As a reaction SMILES: [CH3:18][O:19][CH2:20][CH2:21][O:22][Al+:23][O:24][CH2:25][CH2:26][O:27][CH3:28].[CH3:32][c:33]1[cH:34][cH:35][cH:36][cH:37][cH:38]1.[ClH:31].[H-:17].[H-:30].[NH2:1][CH:2]1[CH2:3][N:4]([CH2:10][c:11]2[cH:12][cH:13][cH:14][cH:15][cH:16]2)[C:5](=[O:9])[C:6]12[CH2:7][CH2:8]2.[Na+:29]>>[NH2:1][CH:2]1[CH2:3][N:4]([CH2:10][c:11]2[cH:12][cH:13][cH:14][cH:15][cH:16]2)[CH2:5][C:6]12[CH2:7][CH2:8]2. Reactants: BrCC(=O)OCC (ethyl bromoacetate), ClC1=NNC(=C1)Cl (3,5-dichloro-1H-pyrazole), ClC1=NNC(=C1)Cl (3,5-dichloro-1H-pyrazole), C([O-])([O-])=O.[K+].[K+] (potassium carbonate). Run in CN(C=O)C (N,N-dimethylformamide), C(C)(=O)OCC (ethyl acetate). Conditions: time 12 hour. Product: ClC1=NN(C(=C1)Cl)CC(=O)OCC (ethyl 3,5-dichloro-1H-pyrazole-1-acetate). The yield is 94.1%. RXN SMILES: [Cl:1][C:2]1[CH:6]=[C:5]([Cl:7])[NH:4][N:3]=1.C(=O)([O-])[O-].[K+].[K+].Br[CH2:15][C:16]([O:18][CH2:19][CH3:20])=[O:17]>CN(C)C=O.C(OCC)(=O)C>[Cl:1][C:2]1[CH:6]=[C:5]([Cl:7])[N:4]([CH2:15][C:16]([O:18][CH2:19][CH3:20])=[O:17])[N:3]=1 |f:1.2.3|. Procedure details: A suspension of 3,5-dichloro-1H-pyrazole (690 mg, 5.0 mmol) (i.e. the product of Example 12, Step D), potassium carbonate (3 g, 21 mmol) in N,N-dimethylformamide (10 mL) was treated with ethyl bromoacetate (1.0 mL, 9.0 mmol) and stirred at ambient temperature for 12 h. The suspension was diluted with ethyl acetate, washed with water, and dried over MgSO4. The reaction mixture was then concentrated under reduced pressure giving 1.05 g of the title compound. This compound was of sufficient purity ... Starting materials: Brc1ccccc1, [Cl-], OB(O)c1ccc(Cl)cc1, [Li+], [Na+], [Na+], O=C([O-])[O-], C1CCOC1. The product is Clc1ccc(-c2ccccc2)cc1. As a reaction SMILES: [Br:11][c:12]1[cH:13][cH:14][cH:15][cH:16][cH:17]1.[Cl-:25].[Cl:1][c:2]1[cH:3][cH:4][c:5]([B:8]([OH:9])[OH:10])[cH:6][cH:7]1.[Li+:24].[Na+:18].[Na+:19].[O-:20][C:21](=[O:22])[O-:23].[O:26]1[CH2:27][CH2:28][CH2:29][CH2:30]1>>[Cl:1][c:2]1[cH:3][cH:4][c:5](-[c:12]2[cH:13][cH:14][cH:15][cH:16][cH:17]2)[cH:6][cH:7]1. Reactants: [Br-], [Br-], [Br-], COC(=O)c1c(C(C)=O)ccc2ccccc12, COCCOC, CCN(C(C)C)C(C)C, C[N+](C)(C)c1ccccc1, C[N+](C)(C)c1ccccc1, C[N+](C)(C)c1ccccc1. The product is COC(=O)c1c(C(=O)CBr)ccc2ccccc12. As a reaction SMILES: [Br-:10].[Br-:11].[Br-:12].[C:43]([CH3:44])(=[O:45])[c:46]1[c:47]([C:56](=[O:57])[O:58][CH3:59])[c:48]2[cH:49][cH:50][cH:51][cH:52][c:53]2[cH:54][cH:55]1.[CH3:60][O:61][CH2:62][CH2:63][O:64][CH3:65].[CH:1]([N:2]([CH:3]([CH3:4])[CH3:5])[CH2:6][CH3:7])([CH3:8])[CH3:9].[c:13]1([N+:14]([CH3:15])([CH3:16])[CH3:17])[cH:18][cH:19][cH:20][cH:21][cH:22]1.[c:23]1([N+:24]([CH3:25])([CH3:26])[CH3:27])[cH:28][cH:29][cH:30][cH:31][cH:32]1.[c:33]1([N+:34]([CH3:35])([CH3:36])[CH3:37])[cH:38][cH:39][cH:40][cH:41][cH:42]1>>[Br:10][CH2:44][C:43](=[O:45])[c:46]1[c:47]([C:56](=[O:57])[O:58][CH3:59])[c:48]2[cH:49][cH:50][cH:51][cH:52][c:53]2[cH:54][cH:55]1. Reactants: CCN=C=O, O=C1NC2(CCCCC2)NC12CCCCC2, C1CN2CCN1CC2, c1ccccc1. Product: CCNC(=O)N1C(=O)C2(CCCCC2)NC12CCCCC2. As a reaction SMILES: [CH2:17]([CH3:18])[N:19]=[C:20]=[O:21].[CH2:1]1[CH2:2][CH2:3][CH2:4][CH2:5][C:6]12[NH:7][C:8]1([CH2:9][CH2:10][CH2:11][CH2:12][CH2:13]1)[NH:14][C:15]2=[O:16].[N:22]12[CH2:23][CH2:24][N:25]([CH2:26][CH2:27]1)[CH2:28][CH2:29]2.[cH:30]1[cH:31][cH:32][cH:33][cH:34][cH:35]1>>[CH2:1]1[CH2:2][CH2:3][CH2:4][CH2:5][C:6]12[NH:7][C:8]1([CH2:9][CH2:10][CH2:11][CH2:12][CH2:13]1)[N:14]([C:20]([NH:19][CH2:17][CH3:18])=[O:21])[C:15]2=[O:16].